This data is from the Open Reaction Database (ORD), a public repository of structured organic reaction records. The task is: describe an organic reaction: reactants, conditions, products, and yield Reactants: BrCC(CC(C)C)Br (1,2-dibromo-4-methylpentane), C(#N)CN1C=NC=C1 (1-cyanomethylimidazole), C(=S)=S (carbon disulfide), [OH-].[K+] (potassium hydroxide). Solvent: O (water), CS(=O)C (dimethyl sulfoxide). Conditions: time 1 hour. Yields the product N1(C=NC=C1)C(C#N)=C1SCC(S1)CC(C)C (2-(1-imidazolyl)-2-(4-isobutyl-1,3-dithiolan-2-ylidene)acetonitrile). RXN SMILES: [C:1]([CH2:3][N:4]1[CH:8]=[CH:7][N:6]=[CH:5]1)#[N:2].[C:9](=[S:11])=[S:10].[OH-].[K+].Br[CH2:15][CH:16](Br)[CH2:17][CH:18]([CH3:20])[CH3:19]>O.CS(C)=O>[N:4]1([C:3](=[C:9]2[S:11][CH:16]([CH2:17][CH:18]([CH3:20])[CH3:19])[CH2:15][S:10]2)[C:1]#[N:2])[CH:8]=[CH:7][N:6]=[CH:5]1 |f:2.3|. Procedure: To a mixed solution of 0.55 g (0.005 mole) of 1-cyanomethylimidazole, 0.4 g (0.005 mole) of carbon disulfide and 10 ml of dimethyl sulfoxide was added 0.8 g (0.014 mole) of potassium hydroxide powder with stirring, and the reaction was carried out at room temperature for 1 hour. Then, 1.5 g (0.006 mole) of 1,2-dibromo-4-methylpentane was added dropwise with stirring, and the resulting solution was subjected to reaction for 2 hours. After completion of the reaction, 20 ml of water was added to th...